This data is from the Open Reaction Database (ORD), a public repository of structured organic reaction records. The task is: describe an organic reaction: reactants, conditions, products, and yield Starting materials: C(C)OC(C(C)(C)OC1=CC=C(C=C1)OCCC1N(C(N(C1)CC1=CC(=C(C=C1)C)C)=O)CC1=CC=C(C=C1)OC)=O (2-(4-{2-[1-(3,4-dimethyl-benzyl)-3-(4-methoxy-benzyl)-2-oxo-imidazolidin-4-yl]-ethoxy}-phenoxy)-2-methyl-propionic acid ethyl ester). Run in FC(C(=O)O)(F)F (trifluoroacetic acid), O (water). The product is C(C)OC(C(C)(C)OC1=CC=C(C=C1)OCCC1NC(N(C1)CC1=CC(=C(C=C1)C)C)=O)=O (2-(4-{2-[1-(3,4-dimethyl-benzyl)-2-oxo-imidazolidin-4-yl]-ethoxy}-phenoxy)-2-methyl-propionic acid ethyl ester). Yield: 60.5%. Reaction SMILES: [CH2:1]([O:3][C:4](=[O:42])[C:5]([O:8][C:9]1[CH:14]=[CH:13][C:12]([O:15][CH2:16][CH2:17][CH:18]2[CH2:22][N:21]([CH2:23][C:24]3[CH:29]=[CH:28][C:27]([CH3:30])=[C:26]([CH3:31])[CH:25]=3)[C:20](=[O:32])[N:19]2CC2C=CC(OC)=CC=2)=[CH:11][CH:10]=1)([CH3:7])[CH3:6])[CH3:2]>FC(F)(F)C(O)=O.O>[CH2:1]([O:3][C:4](=[O:42])[C:5]([O:8][C:9]1[CH:10]=[CH:11][C:12]([O:15][CH2:16][CH2:17][CH:18]2[CH2:22][N:21]([CH2:23][C:24]3[CH:29]=[CH:28][C:27]([CH3:30])=[C:26]([CH3:31])[CH:25]=3)[C:20](=[O:32])[NH:19]2)=[CH:13][CH:14]=1)([CH3:6])[CH3:7])[CH3:2]. Procedure details: A solution of 2-(4-{2-[1-(3,4-dimethyl-benzyl)-3-(4-methoxy-benzyl)-2-oxo-imidazolidin-4-yl]-ethoxy}-phenoxy)-2-methyl-propionic acid ethyl ester (2.51 g, 4.36 mmol) in trifluoroacetic acid (70 mL) was stirred at room temperature under N2 for 1 h. The reaction was diluted with water, and extracted with Et2O. The organic layer was dried (MgSO4) and the solvent removed in vacuo to afford crude product that was purified by flash chromatography using 98:2 CH2Cl2:MeOH to afford 1.20 g (60%) 2-(4-{2-[... Procedure details: Using the general method of Example 242, 1-(8-aminooctyl)-2-butyl-1H-imidazo[4,5-c]quinolin-4-amine (1.0 g, 2.72 mmol) was reacted with benzenesulfonyl chloride (350 μL, 2.72 mmol) to provide 1.38 g of N-[8-(4-amino-2-butyl-1H-imidazo[4,5-c]quinolin-1-yl)octyl]benzenesulfonamide as an off white powder, m.p. 143-144° C. Analsysis: Calculated for C28H37N5O2S: % C, 66.24; % H, 7.35; % N, 13.79; Found: % C, 66.08; % H, 7.25; % N, 13.72. Karl Fisher titration found 0.23% water. Isolated yield 99.9%. The reactants are NCCCCCCCCN1C(=NC=2C(=NC=3C=CC=CC3C21)N)CCCC (1-(8-aminooctyl)-2-butyl-1H-imidazo[4,5-c]quinolin-4-amine), C1(=CC=CC=C1)S(=O)(=O)Cl (benzenesulfonyl chloride). The product is NC1=NC=2C=CC=CC2C2=C1N=C(N2CCCCCCCCNS(=O)(=O)C2=CC=CC=C2)CCCC (N-[8-(4-amino-2-butyl-1H-imidazo[4,5-c]quinolin-1-yl)octyl]benzenesulfonamide). As a reaction SMILES: [NH2:1][CH2:2][CH2:3][CH2:4][CH2:5][CH2:6][CH2:7][CH2:8][CH2:9][N:10]1[C:22]2[C:21]3[CH:20]=[CH:19][CH:18]=[CH:17][C:16]=3[N:15]=[C:14]([NH2:23])[C:13]=2[N:12]=[C:11]1[CH2:24][CH2:25][CH2:26][CH3:27].[C:28]1([S:34](Cl)(=[O:36])=[O:35])[CH:33]=[CH:32][CH:31]=[CH:30][CH:29]=1>>[NH2:23][C:14]1[C:13]2[N:12]=[C:11]([CH2:24][CH2:25][CH2:26][CH3:27])[N:10]([CH2:9][CH2:8][CH2:7][CH2:6][CH2:5][CH2:4][CH2:3][CH2:2][NH:1][S:34]([C:28]3[CH:33]=[CH:32][CH:31]=[CH:30][CH:29]=3)(=[O:36])=[O:35])[C:22]=2[C:21]2[CH:20]=[CH:19][CH:18]=[CH:17][C:16]=2[N:15]=1. The reactants are FC=1C(=C(C=CC1F)C(=O)N1CC(C1)(O)C1NCCN(C1)S(=O)(=O)C1=C(C=CC=C1)[N+](=O)[O-])NC1=C(C=C(C=C1)I)F (1-({3,4-difluoro-2-[(2-fluoro-4-iodophenyl)amino]phenyl}carbonyl)-3-{4-[(2-nitrophenyl)sulfonyl]piperazin-2-yl}azetidin-3-ol), C([O-])([O-])=O.[K+].[K+] (potassium carbonate), C1(=CC=CC=C1)S (thiophenol). Solvent: CN(C)C=O (DMF). Reaction conditions: time 45 minute. Product: FC=1C(=C(C=CC1F)C(=O)N1CC(C1)(O)C1NCCNC1)NC1=C(C=C(C=C1)I)F (1-({3,4-difluoro-2-[(2-fluoro-4-iodophenyl)amino]phenyl}carbonyl)-3-piperazin-2-ylazetidin-3-ol). Yield: 26.3%. As a reaction SMILES: [F:1][C:2]1[C:3]([NH:34][C:35]2[CH:40]=[CH:39][C:38]([I:41])=[CH:37][C:36]=2[F:42])=[C:4]([C:9]([N:11]2[CH2:14][C:13]([CH:16]3[CH2:21][N:20](S(C4C=CC=CC=4[N+]([O-])=O)(=O)=O)[CH2:19][CH2:18][NH:17]3)([OH:15])[CH2:12]2)=[O:10])[CH:5]=[CH:6][C:7]=1[F:8].C(=O)([O-])[O-].[K+].[K+].C1(S)C=CC=CC=1>CN(C=O)C>[F:1][C:2]1[C:3]([NH:34][C:35]2[CH:40]=[CH:39][C:38]([I:41])=[CH:37][C:36]=2[F:42])=[C:4]([C:9]([N:11]2[CH2:14][C:13]([CH:16]3[CH2:21][NH:20][CH2:19][CH2:18][NH:17]3)([OH:15])[CH2:12]2)=[O:10])[CH:5]=[CH:6][C:7]=1[F:8] |f:1.2.3|. Procedure details: To a solution of 1-({3,4-difluoro-2-[(2-fluoro-4-iodophenyl)amino]phenyl}carbonyl)-3-{4-[(2-nitrophenyl)sulfonyl]piperazin-2-yl}azetidin-3-ol (139.4 mg, 0.19 mmol) in DMF (1 mL) was added potassium carbonate (79 mg, 0.57 mmol) and thiophenol (21 μL, 0.21 mmol). The mixture was stirred for 45 min at room temperature then quenched with water. The aqueous mixture was extracted twice with ethyl acetate, and the combined organic extracts were dried over magnesium sulfate, filtered, and concentrated. ... The reactants are COc1ccc(CNc2cc(F)ccc2N)c(OC)c1, O=[N+]([O-])c1cnc(Cl)nc1NC1CCOc2c(F)cccc21. Product: COc1ccc(CNc2cc(F)ccc2Nc2ncc([N+](=O)[O-])c(NC3CCOc4c(F)cccc43)n2)c(OC)c1. RXN SMILES: [CH3:23][O:24][c:25]1[c:26]([CH2:27][NH:28][c:29]2[c:30]([NH2:36])[cH:31][cH:32][c:33]([F:35])[cH:34]2)[cH:37][cH:38][c:39]([O:41][CH3:42])[cH:40]1.[Cl:1][c:2]1[n:3][cH:4][c:5]([N+:20](=[O:21])[O-:22])[c:6]([NH:8][CH:9]2[CH2:10][CH2:11][O:12][c:13]3[c:14]([F:19])[cH:15][cH:16][cH:17][c:18]32)[n:7]1>>[c:2]1([NH:36][c:30]2[c:29]([NH:28][CH2:27][c:26]3[c:25]([O:24][CH3:23])[cH:40][c:39]([O:41][CH3:42])[cH:38][cH:37]3)[cH:34][c:33]([F:35])[cH:32][cH:31]2)[n:3][cH:4][c:5]([N+:20](=[O:21])[O-:22])[c:6]([NH:8][CH:9]2[CH2:10][CH2:11][O:12][c:13]3[c:14]([F:19])[cH:15][cH:16][cH:17][c:18]32)[n:7]1. Reactants: NCCCCCCCCN1C(=NC=2C(=NC=3C=CC=CC3C21)N)CCOC (1-(8-aminooctyl)-2-(2-methoxyethyl)-1H-imidazo[4,5-c]quinolin-4-amine), C1(=CC=CC=C1)N=C=O (Phenyl isocyanate). Run in ClCCl (dichloromethane). Conditions: temperature 0 celsius. Product: NC1=NC=2C=CC=CC2C2=C1N=C(N2CCCCCCCCNC(=O)NC2=CC=CC=C2)CCOC (N-{8-[4-amino-2-(2-methoxyethyl)-1H-imidazo[4,5-c]quinolin-1-yl]octyl}-N′-phenylurea). Reaction SMILES: [NH2:1][CH2:2][CH2:3][CH2:4][CH2:5][CH2:6][CH2:7][CH2:8][CH2:9][N:10]1[C:22]2[C:21]3[CH:20]=[CH:19][CH:18]=[CH:17][C:16]=3[N:15]=[C:14]([NH2:23])[C:13]=2[N:12]=[C:11]1[CH2:24][CH2:25][O:26][CH3:27].[C:28]1([N:34]=[C:35]=[O:36])[CH:33]=[CH:32][CH:31]=[CH:30][CH:29]=1>ClCCl>[NH2:23][C:14]1[C:13]2[N:12]=[C:11]([CH2:24][CH2:25][O:26][CH3:27])[N:10]([CH2:9][CH2:8][CH2:7][CH2:6][CH2:5][CH2:4][CH2:3][CH2:2][NH:1][C:35]([NH:34][C:28]3[CH:33]=[CH:32][CH:31]=[CH:30][CH:29]=3)=[O:36])[C:22]=2[C:21]2[CH:20]=[CH:19][CH:18]=[CH:17][C:16]=2[N:15]=1. Reported procedure: Under a nitrogen atmosphere a mixture of 1-(8-aminooctyl)-2-(2-methoxyethyl)-1H-imidazo[4,5-c]quinolin-4-amine (1.5 g, 4.06 mmol) and dichloromethane (50 mL) was cooled to 0° C. Phenyl isocyanate was added dropwise. The reaction mixture was allowed to slowly warm to ambient temperature overnight. The reaction mixture was concentrated under reduced pressure. The crude product was purified by column chromatography (110 g silica gel eluting with 9:1 dichloromethane:methanol). The resulting orange s... Reactants: C(C1=CC=CC=C1)C1(C(N2N(CC=CC2C(=O)OC)C1=O)=O)CCI (methyl 2-benzyl-2,3,5,8-tetrahydro-2-(2-iodoethyl)-1,3-dioxo-1H-pyrazolo[1,2-a]pyridazine-5-carboxylate), C(C)(=S)[O-].[K+] (potassium thioacetate). Procedure: (a) A mixture of 5.2 g of methyl 2-benzyl-2,3,5,8-tetrahydro-2-(2-iodoethyl)-1,3-dioxo-1H-pyrazolo[1,2-a]pyridazine-5-carboxylate and 1.31 g of potassium thioacetate in 150 ml of acetone was stirred at room temperature for 8 hours. The solvent was removed by evaporation and the residue was partitioned between dichloromethane and water. The organic phase was separated, dried over magnesium sulfate and evaporated to give methyl 2-(2-acetylthioethyl)-2-benzyl-2,3,5,8-tetrahydro-1,3-dioxo-1H-pyrazol... As a reaction SMILES: [CH2:1]([C:8]1([CH2:23][CH2:24]I)[C:20](=[O:21])[N:11]2[CH2:12][CH:13]=[CH:14][CH:15]([C:16]([O:18][CH3:19])=[O:17])[N:10]2[C:9]1=[O:22])[C:2]1[CH:7]=[CH:6][CH:5]=[CH:4][CH:3]=1.[C:26]([O-:29])(=[S:28])[CH3:27].[K+]>CC(C)=O>[C:26]([S:28][CH2:24][CH2:23][C:8]1([CH2:1][C:2]2[CH:7]=[CH:6][CH:5]=[CH:4][CH:3]=2)[C:20](=[O:21])[N:11]2[CH2:12][CH:13]=[CH:14][CH:15]([C:16]([O:18][CH3:19])=[O:17])[N:10]2[C:9]1=[O:22])(=[O:29])[CH3:27] |f:1.2|. Reaction conditions: time 8 hour. Run in CC(=O)C (acetone). The product is C(C)(=O)SCCC1(C(N2N(CC=CC2C(=O)OC)C1=O)=O)CC1=CC=CC=C1 (methyl 2-(2-acetylthioethyl)-2-benzyl-2,3,5,8-tetrahydro-1,3-dioxo-1H-pyrazolo[1,2-a]pyridazine-5-carboxylate). Starting materials: C(C)(C)(C)OC(=O)N1CCN(CCC1)C=1C=C(C=C2C=CC=NC12)CC (4-(6-Ethylquinolin-8-yl)-[1,4]-diazepan-1-carboxylic acid tert-butyl ester), Cl (HCl). Solvent: CO (MeOH), O1CCOCC1 (1,4-dioxane). Run at time 1 hour. Product: Cl.Cl.N1(CCNCCC1)C=1C=C(C=C2C=CC=NC12)CC (8-[1,4]-Diazepan-1-yl-6-ethylquinoline Dihydrochloride). As a reaction SMILES: C(OC([N:8]1[CH2:14][CH2:13][CH2:12][N:11]([C:15]2[CH:16]=[C:17]([CH2:25][CH3:26])[CH:18]=[C:19]3[C:24]=2[N:23]=[CH:22][CH:21]=[CH:20]3)[CH2:10][CH2:9]1)=O)(C)(C)C.[ClH:27]>CO.O1CCOCC1>[ClH:27].[ClH:27].[N:11]1([C:15]2[CH:16]=[C:17]([CH2:25][CH3:26])[CH:18]=[C:19]3[C:24]=2[N:23]=[CH:22][CH:21]=[CH:20]3)[CH2:12][CH2:13][CH2:14][NH:8][CH2:9][CH2:10]1 |f:4.5.6|. Reported procedure: 4-(6-Ethylquinolin-8-yl)-[1,4]-diazepan-1-carboxylic acid tert-butyl ester (1.0 g, 1.0 equiv) was dissolved in MeOH (5 mL) and 1.0 M HCl in 1,4-dioxane (10 mL) was added to the mixture. After stirring at room temperature for 1 hour, the mixture was concentrated to dryness to afford the title compound (1.0 g). MS (ES) m/z 256.1 (M+H+).